Dataset: the Open Reaction Database (ORD), a public repository of structured organic reaction records. Task: describe an organic reaction: reactants, conditions, products, and yield Starting materials: CO, O=C(c1cc(C(F)(F)F)cc(C(F)(F)F)c1)N1CCC(N2CCN(Cc3ccccc3)CC2)CC1Cc1ccccc1. Product: O=C(c1cc(C(F)(F)F)cc(C(F)(F)F)c1)N1CCC(N2CCNCC2)CC1Cc1ccccc1. RXN SMILES: [CH3:43][OH:44].[F:1][C:2]([c:3]1[cH:4][c:5]([C:6](=[O:7])[N:8]2[CH:9]([CH2:27][c:28]3[cH:29][cH:30][cH:31][cH:32][cH:33]3)[CH2:10][CH:11]([N:14]3[CH2:15][CH2:16][N:17]([CH2:20][c:21]4[cH:22][cH:23][cH:24][cH:25][cH:26]4)[CH2:18][CH2:19]3)[CH2:12][CH2:13]2)[cH:34][c:35]([C:37]([F:38])([F:39])[F:40])[cH:36]1)([F:41])[F:42]>>[F:1][C:2]([c:3]1[cH:4][c:5]([C:6](=[O:7])[N:8]2[CH:9]([CH2:27][c:28]3[cH:29][cH:30][cH:31][cH:32][cH:33]3)[CH2:10][CH:11]([N:14]3[CH2:15][CH2:16][NH:17][CH2:18][CH2:19]3)[CH2:12][CH2:13]2)[cH:34][c:35]([C:37]([F:38])([F:39])[F:40])[cH:36]1)([F:41])[F:42]. Reactants: C1CCNCC1, Cc1ccccc1, CC(=O)O, Cc1cc2c(cc1-c1cc(C=O)ccc1OC(F)(F)F)C(C)(C)CCC2(C)C, O, O=C1CSC(=O)N1. Yields the product Cc1cc2c(cc1-c1cc(C=C3SC(=O)NC3=O)ccc1OC(F)(F)F)C(C)(C)CCC2(C)C. RXN SMILES: [CH2:8]1[CH2:9][CH2:10][NH:11][CH2:12][CH2:13]1.[CH3:1][c:2]1[cH:3][cH:4][cH:5][cH:6][cH:7]1.[CH3:50][C:51](=[O:52])[OH:53].[F:21][C:22]([O:23][c:24]1[c:25](-[c:32]2[cH:33][c:34]3[c:39]([cH:40][c:41]2[CH3:42])[C:38]([CH3:43])([CH3:44])[CH2:37][CH2:36][C:35]3([CH3:45])[CH3:46])[cH:26][c:27]([CH:28]=[O:29])[cH:30][cH:31]1)([F:47])[F:48].[OH2:49].[S:14]1[C:15](=[O:20])[NH:16][C:17](=[O:19])[CH2:18]1>>[S:14]1[C:15](=[O:20])[NH:16][C:17](=[O:19])[C:18]1=[CH:28][c:27]1[cH:26][c:25](-[c:32]2[cH:33][c:34]3[c:39]([cH:40][c:41]2[CH3:42])[C:38]([CH3:43])([CH3:44])[CH2:37][CH2:36][C:35]3([CH3:45])[CH3:46])[c:24]([O:23][C:22]([F:21])([F:47])[F:48])[cH:31][cH:30]1. The reactants are C1(=CC=CC=C1)P(C1=CC=CC=C1)C1=CC=CC=C1 (triphenylphosphine), C(Br)(Br)(Br)Br (carbon tetrabromide), C(C)(=O)C=1C(=NN(C1)C1=C(C=C(C=C1Cl)C(F)(F)F)Cl)C#N (4-Acetyl-3-cyano-1-(2,6-dichloro-4-trifluoromethylphenyl)pyrazole). Run in ClCCl (dichloromethane). Product: C(#N)C1=NN(C=C1C(=C(Br)Br)C)C1=C(C=C(C=C1Cl)C(F)(F)F)Cl (3-Cyano-1-(2,6-dichloro-4-trifluoromethylphenyl)4-( 1-methyl-2,2-dibromoethenyl)pyrazole). As a reaction SMILES: C1(P(C2C=CC=CC=2)C2C=CC=CC=2)C=CC=CC=1.[C:20]([Br:24])(Br)(Br)[Br:21].[C:25]([C:28]1[C:29]([C:45]#[N:46])=[N:30][N:31]([C:33]2[C:38]([Cl:39])=[CH:37][C:36]([C:40]([F:43])([F:42])[F:41])=[CH:35][C:34]=2[Cl:44])[CH:32]=1)(=O)[CH3:26]>ClCCl>[C:45]([C:29]1[C:28]([C:25]([CH3:26])=[C:20]([Br:24])[Br:21])=[CH:32][N:31]([C:33]2[C:38]([Cl:39])=[CH:37][C:36]([C:40]([F:43])([F:41])[F:42])=[CH:35][C:34]=2[Cl:44])[N:30]=1)#[N:46]. Reported procedure: A solution of triphenylphosphine (0.94 g) and carbon tetrabromide (0.6 g) in anhydrous dichloromethane (30 ml) at 0° C. was stirred for 5 minutes. 4-Acetyl-3-cyano-1-(2,6-dichloro-4-trifluoromethylphenyl)pyrazole (0.25 g) was then added and the mixture was heated under reflux for 6 hours and then evaporated. The residue was purified by column chromatography on silica gel eluted with dichloromethane. Combination and evaporation of suitable fractions gave the title compound as a pale pink solid, m...